Dataset: the Open Reaction Database (ORD), a public repository of structured organic reaction records. Task: describe an organic reaction: reactants, conditions, products, and yield The reactants are N1(CCCCC1)C1=CC=C(C=C1)C=1C=CC2=C(C=C(CCC2)C(=O)O)C1 (2-(4-piperidinophenyl)-6,7-dihydro-5 H-benzocycloheptene-8-carboxylic acid), CN(C1CCOCC1)CC1=CC=C(N)C=C1 (4-(N-methyl-N-(tetrahydropyran-4-yl)aminomethyl)aniline), ON1N=NC2=C1C=CC=C2 (1-hydroxybenzotriazole), Cl.C(C)N=C=NCCCN(C)C (1-ethyl-3-(3-dimethylaminopropyl)carbodiimide hydro-chloride). The reagents and catalysts are CN(C1=CC=NC=C1)C (4-dimethylaminopyridine). Solvent: CN(C=O)C (dimethylformamide), C(C)N(CC)CC (triethylamine). Yields the product N1(CCCCC1)C1=CC=C(C=C1)C=1C=CC2=C(C=C(CCC2)C(=O)NC2=CC=C(C=C2)CN(C)C2CCOCC2)C1 (2-(4-piperidinophenyl)-N-(4-((N-tetrahydropyran-4-yl-N-methylamino)methyl)phenyl)-6,7-dihydro-5 H-benzocyclohepten-8-carboxamide). Yield: 61.8%. Reaction SMILES: [N:1]1([C:7]2[CH:12]=[CH:11][C:10]([C:13]3[CH:14]=[CH:15][C:16]4[CH2:22][CH2:21][CH2:20][C:19]([C:23]([OH:25])=O)=[CH:18][C:17]=4[CH:26]=3)=[CH:9][CH:8]=2)[CH2:6][CH2:5][CH2:4][CH2:3][CH2:2]1.[CH3:27][N:28]([CH2:35][C:36]1[CH:42]=[CH:41][C:39]([NH2:40])=[CH:38][CH:37]=1)[CH:29]1[CH2:34][CH2:33][O:32][CH2:31][CH2:30]1.ON1C2C=CC=CC=2N=N1.Cl.C(N=C=NCCCN(C)C)C>CN(C)C=O.CN(C)C1C=CN=CC=1.C(N(CC)CC)C>[N:1]1([C:7]2[CH:12]=[CH:11][C:10]([C:13]3[CH:14]=[CH:15][C:16]4[CH2:22][CH2:21][CH2:20][C:19]([C:23]([NH:40][C:39]5[CH:41]=[CH:42][C:36]([CH2:35][N:28]([CH:29]6[CH2:34][CH2:33][O:32][CH2:31][CH2:30]6)[CH3:27])=[CH:37][CH:38]=5)=[O:25])=[CH:18][C:17]=4[CH:26]=3)=[CH:9][CH:8]=2)[CH2:6][CH2:5][CH2:4][CH2:3][CH2:2]1 |f:3.4|. Reported procedure: To a solution of 2-(4-piperidinophenyl)-6,7-dihydro-5 H-benzocycloheptene-8-carboxylic acid (0.45 g), 4-(N-methyl-N-(tetrahydropyran-4-yl)aminomethyl)aniline (0.31 g) and 1-hydroxybenzotriazole (0.18 g) in dimethylformamide (20 ml) was added 1-ethyl-3-(3-dimethylaminopropyl)carbodiimide hydro-chloride (0.37 g) under ice-cooling. Under nitrogen atmosphere, the mixture was warmed to room temperature. To the mixture were added 4-dimethylaminopyridine (catalytic amount) and triethylamine (0.54 ml), ... The reactants are ClC1=CC=C(CN2C(=C(C3=CC(=CC=C23)O)SC(C)(C)C)CC(C(=O)OCC)(C)C)C=C1 (ethyl 3-[1-(4-chlorobenzyl)-3-(1,1-dimethylethylthio)-5-hydroxyindol-2-yl]-2,2-dimethylpropionate), Cl.N1=CC(=CC=C1)CCl (3-picolyl chloride hydrochloride), C([O-])([O-])=O.[K+].[K+] (potassium carbonate). The solvent is CN(C=O)C (dimethylformamide), [Cl-].[Na+].O (brine). Reaction conditions: time 4 day. Product: ClC1=CC=C(CN2C(=C(C3=CC(=CC=C23)OCC=2C=NC=CC2)SC(C)(C)C)CC(C(=O)OCC)(C)C)C=C1 (ethyl 3-[1-(p-chlorobenzyl)-3-(1,1-dimethylethylthio)-5-(pyrid-3-ylmethoxy)indol-2-yl]-2,2-dimethylpropionate). As a reaction SMILES: [Cl:1][C:2]1[CH:32]=[CH:31][C:5]([CH2:6][N:7]2[C:15]3[C:10](=[CH:11][C:12]([OH:16])=[CH:13][CH:14]=3)[C:9]([S:17][C:18]([CH3:21])([CH3:20])[CH3:19])=[C:8]2[CH2:22][C:23]([CH3:30])([CH3:29])[C:24]([O:26][CH2:27][CH3:28])=[O:25])=[CH:4][CH:3]=1.Cl.[N:34]1[CH:39]=[CH:38][CH:37]=[C:36]([CH2:40]Cl)[CH:35]=1.C(=O)([O-])[O-].[K+].[K+]>CN(C)C=O.[Cl-].[Na+].O>[Cl:1][C:2]1[CH:3]=[CH:4][C:5]([CH2:6][N:7]2[C:15]3[C:10](=[CH:11][C:12]([O:16][CH2:40][C:36]4[CH:35]=[N:34][CH:39]=[CH:38][CH:37]=4)=[CH:13][CH:14]=3)[C:9]([S:17][C:18]([CH3:19])([CH3:20])[CH3:21])=[C:8]2[CH2:22][C:23]([CH3:30])([CH3:29])[C:24]([O:26][CH2:27][CH3:28])=[O:25])=[CH:31][CH:32]=1 |f:1.2,3.4.5,7.8.9|. Reported procedure: A suspension of ethyl 3-[1-(4-chlorobenzyl)-3-(1,1-dimethylethylthio)-5-hydroxyindol-2-yl]-2,2-dimethylpropionate (3.0 g; 6.5 mmol), prepared as in step 4, 3-picolyl chloride hydrochloride (1.1 g; 6.5 mmol), and powdered potassium carbonate (2.7 g; 19.5 mmol) in 20 mL dimethylformamide (DMF) was stirred at ambient temperature for 4 days. The reaction mixture was diluted with brine and extracted with ethyl acetate. The extracts were dried over magnesium sulfate and concentrated. The resulting res... Run in C1(=CC=CC=C1)C (toluene). Conditions: temperature 90 celsius, time 3 hour. The reactants are N(=[N+]=[N-])[Si](C)(C)C (azidotrimethylsilane), ClC1=CC(=NC(=C1Cl)Cl)C#N (4,5,6-trichloropyridine-2-carbonitrile), N(=[N+]=[N-])[Si](C)(C)C (azidotrimethylsilane), C(CCC)[Sn](CCCC)=O (dibutyltin oxide). Product: ClC1=NC(=CC(=C1Cl)Cl)C1=NN=NN1 (2,3,4-trichloro-6-(1H-tetrazol-5-yl)pyridine). As a reaction SMILES: [Cl:1][C:2]1[C:7]([Cl:8])=[C:6]([Cl:9])[N:5]=[C:4]([C:10]#[N:11])[CH:3]=1.[N:12]([Si](C)(C)C)=[N+:13]=[N-:14].C([Sn](=O)CCCC)CCC>C1(C)C=CC=CC=1.C([Sn](=O)CCCC)CCC>[Cl:9][C:6]1[C:7]([Cl:8])=[C:2]([Cl:1])[CH:3]=[C:4]([C:10]2[NH:14][N:13]=[N:12][N:11]=2)[N:5]=1. Yield: 93.9%. Procedure: A mixture of 4,5,6-trichloropyridine-2-carbonitrile (4.77 g, 23.0 mmol), azidotrimethylsilane (6.1 mL, 46.0 mmol) and dibutyltin oxide (0.57 g, 2.3 mmol) in toluene (75 mL) was heated to 90° C. After 3 hours, the reaction mixture was heated to reflux. After 7 hours, azidotrimethylsilane (0.5 mL, 3.8 mmol) and dibutyltin oxide (100 mg, 0.4 mmol) were added to drive the reaction to completion. After a short time, the volatiles were removed, and then the residue was taken up in methanol (50 mL) and... Reagents/catalysts: C(CCC)[Sn](CCCC)=O (dibutyltin oxide). Reactants: C(C)(C)(C)OC(=O)NCC1CCN(CC1)CCCCCN (5-(4-tert-Butoxycarbonylaminomethylpiperidin-1-yl)pentylamine), C(CC)N=C=O (n-propyl isocyanate). Solvent: C(Cl)Cl (methylene chloride), C(Cl)Cl (methylene chloride). Conditions: time 1 hour. Product: C(C)(C)(C)OC(=O)NCC1CCN(CC1)CCCCCNC(=O)NCCC (4-tert-butoxycarbonylaminomethyl-1-(5-(3-n-propylureido)pentyl)piperidine). Reaction SMILES: [C:1]([O:5][C:6]([NH:8][CH2:9][CH:10]1[CH2:15][CH2:14][N:13]([CH2:16][CH2:17][CH2:18][CH2:19][CH2:20][NH2:21])[CH2:12][CH2:11]1)=[O:7])([CH3:4])([CH3:3])[CH3:2].[CH2:22]([N:25]=[C:26]=[O:27])[CH2:23][CH3:24]>C(Cl)Cl>[C:1]([O:5][C:6]([NH:8][CH2:9][CH:10]1[CH2:11][CH2:12][N:13]([CH2:16][CH2:17][CH2:18][CH2:19][CH2:20][NH:21][C:26]([NH:25][CH2:22][CH2:23][CH3:24])=[O:27])[CH2:14][CH2:15]1)=[O:7])([CH3:4])([CH3:3])[CH3:2]. Procedure: 5-(4-tert-Butoxycarbonylaminomethylpiperidin-1-yl)pentylamine (1.1 g) was dissolved in methylene chloride (20 ml) and a solution of n-propyl isocyanate (0.34 ml) in methylene chloride was dropwise added under ice-cooling. The mixture was stirred at room temperature for 1 hr, and the reaction mixture was concentrated under reduced pressure to give 4-tert-butoxycarbonylaminomethyl-1-(5-(3-n-propylureido)pentyl)piperidine.